This data is from the Open Reaction Database (ORD), a public repository of structured organic reaction records. The task is: describe an organic reaction: reactants, conditions, products, and yield Reactants: CO, COC(=O)C1CCN1C(=O)OCc1ccccc1, Cl, [Li+], [OH-], O. The product is O=C(O)C1CCN1C(=O)OCc1ccccc1. As a reaction SMILES: [CH3:19][OH:20].[CH3:1][O:2][C:3](=[O:4])[CH:5]1[N:6]([C:9](=[O:10])[O:11][CH2:12][c:13]2[cH:14][cH:15][cH:16][cH:17][cH:18]2)[CH2:7][CH2:8]1.[ClH:23].[Li+:22].[OH-:21].[OH2:24]>>[O:2]=[C:3]([OH:4])[CH:5]1[N:6]([C:9](=[O:10])[O:11][CH2:12][c:13]2[cH:14][cH:15][cH:16][cH:17][cH:18]2)[CH2:7][CH2:8]1. The reactants are COC1=CC=C(C=C1)C(=O)C(=CN(C)C)C1=CC=C(C=C1)OC ((4-methoxyphenyl)-[1-(4-methoxyphenyl)-2-dimethylaminovinyl]ketone), Cl.ClC1=CC=C(C(=N)N)C=C1 (4-chlorobenzamidine hydrochloride), CC(C)([O-])C.[K+] (potassium t-butoxide). The solvent is C1(=CC=CC=C1)C (toluene). Conditions: time 8 hour. Yields the product ClC1=CC=C(C=C1)C1=NC=C(C(=N1)C1=CC=C(C=C1)OC)C1=CC=C(C=C1)OC (2-(4-Chlorophenyl)-4,5-bis(4-methoxyphenyl)pyrimidine). RXN SMILES: [CH3:1][O:2][C:3]1[CH:8]=[CH:7][C:6]([C:9]([C:11]([C:16]2[CH:21]=[CH:20][C:19]([O:22][CH3:23])=[CH:18][CH:17]=2)=[CH:12]N(C)C)=O)=[CH:5][CH:4]=1.Cl.[Cl:25][C:26]1[CH:34]=[CH:33][C:29]([C:30]([NH2:32])=[NH:31])=[CH:28][CH:27]=1.CC(C)([O-])C.[K+]>C1(C)C=CC=CC=1>[Cl:25][C:26]1[CH:34]=[CH:33][C:29]([C:30]2[N:32]=[C:9]([C:6]3[CH:5]=[CH:4][C:3]([O:2][CH3:1])=[CH:8][CH:7]=3)[C:11]([C:16]3[CH:17]=[CH:18][C:19]([O:22][CH3:23])=[CH:20][CH:21]=3)=[CH:12][N:31]=2)=[CH:28][CH:27]=1 |f:1.2,3.4|. Reported procedure: A suspension of 9.34 g. of (4-methoxyphenyl)-[1-(4-methoxyphenyl)-2-dimethylaminovinyl]ketone, 5.73 g. of 4-chlorobenzamidine hydrochloride, and 6.73 g. of potassium t-butoxide in 200 ml. of toluene was allowed to reflux for 2.5 hours and then stirred overnight at room temperature. The suspension was extracted twice each with 200 ml. of water. The combined water extracts were back-extracted with 100 ml. of toluene. The combined toluene solutions were washed with 100 ml. of a saturated sodium chl... The reactants are [BH4-], CCCCc1nc2cnc3ccccc3c2n1N=C(C)C, CO, [Na+]. Yields the product CCCCc1nc2cnc3ccccc3c2n1NC(C)C. Reaction SMILES: [BH4-:22].[CH2:1]([CH2:2][CH2:3][CH3:4])[c:5]1[n:6]([N:18]=[C:19]([CH3:20])[CH3:21])[c:7]2[c:8]([cH:9][n:10][c:11]3[cH:12][cH:13][cH:14][cH:15][c:16]23)[n:17]1.[CH3:24][OH:25].[Na+:23]>>[CH2:1]([CH2:2][CH2:3][CH3:4])[c:5]1[n:6]([NH:18][CH:19]([CH3:20])[CH3:21])[c:7]2[c:8]([cH:9][n:10][c:11]3[cH:12][cH:13][cH:14][cH:15][c:16]23)[n:17]1.